From a dataset of the Open Reaction Database (ORD), a public repository of structured organic reaction records. describe an organic reaction: reactants, conditions, products, and yield The reactants are C([O-])([O-])=O.[Cs+].[Cs+] (caesium carbonate), CN1CCNCC1 (methylpiperazine), NC1=NC2=CC=C(C=C2C(=N1)C(=O)N1CC2=CC=CC=C2C1)C1=C(C=C(C(=C1)F)F)CCl ([2-amino-6-(2-chloromethyl-4,5-difluorophenyl)quinazolin-4-yl]-(1,3-dihydroisoindol-2-yl)methanone). The solvent is C(C)#N (acetonitrile). Conditions: temperature 80 celsius, time 16 hour. Product: NC1=NC2=CC=C(C=C2C(=N1)C(=O)N1CC2=CC=CC=C2C1)C1=C(C=C(C(=C1)F)F)CN1CCN(CC1)C ({2-Amino-6-[4,5-difluoro-2-(4-methylpiperazin-1-ylmethyl)phenyl]quinazolin-4-yl}-(1,3-dihydroisoindol-2-yl)methanone). RXN SMILES: [NH2:1][C:2]1[N:11]=[C:10]([C:12]([N:14]2[CH2:22][C:21]3[C:16](=[CH:17][CH:18]=[CH:19][CH:20]=3)[CH2:15]2)=[O:13])[C:9]2[C:4](=[CH:5][CH:6]=[C:7]([C:23]3[CH:28]=[C:27]([F:29])[C:26]([F:30])=[CH:25][C:24]=3[CH2:31]Cl)[CH:8]=2)[N:3]=1.C(=O)([O-])[O-].[Cs+].[Cs+].[CH3:39][N:40]1[CH2:45][CH2:44][NH:43][CH2:42][CH2:41]1>C(#N)C>[NH2:1][C:2]1[N:11]=[C:10]([C:12]([N:14]2[CH2:22][C:21]3[C:16](=[CH:17][CH:18]=[CH:19][CH:20]=3)[CH2:15]2)=[O:13])[C:9]2[C:4](=[CH:5][CH:6]=[C:7]([C:23]3[CH:28]=[C:27]([F:29])[C:26]([F:30])=[CH:25][C:24]=3[CH2:31][N:43]3[CH2:44][CH2:45][N:40]([CH3:39])[CH2:41][CH2:42]3)[CH:8]=2)[N:3]=1 |f:1.2.3|. Procedure: 200 mg of [2-amino-6-(2-chloromethyl-4,5-difluorophenyl)quinazolin-4-yl]-(1,3-dihydroisoindol-2-yl)methanone are dissolved in 5 ml of acetonitrile. 289 mg of caesium carbonate and 84 μl of methylpiperazine are added, and the mixture is stirred at 80° C. for 16 h. After cooling to 25° C., the mixture is filtered, and the filtrate is evaporated to dryness. The residue is taken up in 5 ml of ethyl acetate, the solution is washed with 5 ml of 2N sodium hydroxide solution, and the combined organic ph...